This data is from the Open Reaction Database (ORD), a public repository of structured organic reaction records. The task is: describe an organic reaction: reactants, conditions, products, and yield Reactants: CCCCCCCCNC(=O)CCCCCC, C1CCOC1. The product is CCCCCCCCNCCCCCCC. Reaction SMILES: [CH2:1]([CH2:2][CH2:3][CH2:4][CH2:5][CH2:6][CH2:7][CH3:8])[NH:9][C:10](=[O:11])[CH2:12][CH2:13][CH2:14][CH2:15][CH2:16][CH3:17].[O:18]1[CH2:19][CH2:20][CH2:21][CH2:22]1>>[CH2:1]([CH2:2][CH2:3][CH2:4][CH2:5][CH2:6][CH2:7][CH3:8])[NH:9][CH2:10][CH2:12][CH2:13][CH2:14][CH2:15][CH2:16][CH3:17]. Reagents/catalysts: N=1C=C(C(=C2C=CC3=C(N=CC(=C3C)C)C12)C)C, O1BOC(C)(C)C1(C)C, O1B(OC(C)(C)C1(C)C)B2OC(C)(C)C(O2)(C)C, NC, C[OH2+].C[OH2+].C1CC=CCCC=C1.C1CC=CCCC=C1.[Ir].[Ir]. Conditions: temperature 90 celsius, time 12 hour. Yields the product O=CC1=CC=C(O)C(=C1)B2OC(C)(C)C(O2)(C)C. Run in O1CCCC1. Starting materials: O=CC1=CC=C(OC(=O)OC(C)(C)C)C=C1. The yield is 61.0%. Product: C1(CC1)NC=1S\C(\C(N1)=O)=C/C=1C=C2C(=C(C=NC2=CC1)C#N)OCC(C)(C)C (6-[2-cyclopropylamino-4-oxo-4H-thiazol-(5Z)-ylidenemethyl]-4-(2,2-dimethyl-propoxy)-quinoline-3-carbonitrile). Reactants: CC(COC1=C(C=NC2=CC=C(C=C12)C=O)C#N)(C)C (4-(2,2-dimethyl-propoxy)-6-formyl-quinoline-3-carbonitrile), C1(CC1)NC=1SCC(N1)=O (2-cyclopropylamino-thiazol-4-one), C(C)(=O)[O-].[Na+] (sodium acetate). As a reaction SMILES: [CH3:1][C:2]([CH3:20])([CH3:19])[CH2:3][O:4][C:5]1[C:14]2[C:9](=[CH:10][CH:11]=[C:12]([CH:15]=O)[CH:13]=2)[N:8]=[CH:7][C:6]=1[C:17]#[N:18].[CH:21]1([NH:24][C:25]2[S:26][CH2:27][C:28](=[O:30])[N:29]=2)[CH2:23][CH2:22]1.C([O-])(=O)C.[Na+]>C(O)(=O)C>[CH:21]1([NH:24][C:25]2[S:26]/[C:27](=[CH:15]\[C:12]3[CH:13]=[C:14]4[C:9](=[CH:10][CH:11]=3)[N:8]=[CH:7][C:6]([C:17]#[N:18])=[C:5]4[O:4][CH2:3][C:2]([CH3:20])([CH3:19])[CH3:1])/[C:28](=[O:30])[N:29]=2)[CH2:23][CH2:22]1 |f:2.3|. The solvent is C(C)(=O)O (acetic acid). Procedure details: Similar procedure as described in example 28c was used, starting from 4-(2,2-dimethyl-propoxy)-6-formyl-quinoline-3-carbonitrile (example 67b), 2-cyclopropylamino-thiazol-4-one (example 37c), sodium acetate and acetic acid to give 6-[2-cyclopropylamino-4-oxo-4H-thiazol-(5Z)-ylidenemethyl]-4-(2,2-dimethyl-propoxy)-quinoline-3-carbonitrile. LC-MS m/e 407 (MH+). Reactants: COC(=O)COc1ccc(Cl)c2nc(OC(F)F)c(Cc3ccc(C(=O)C(C)(C)C)cc3)c(C)c12, [Li+], C1CCOC1, [OH-], O. Yields the product Cc1c(Cc2ccc(C(=O)C(C)(C)C)cc2)c(OC(F)F)nc2c(Cl)ccc(OCC(=O)O)c12. Reaction SMILES: [CH3:1][O:2][C:3]([CH2:4][O:5][c:6]1[c:7]2[c:8]([CH3:34])[c:9]([CH2:21][c:22]3[cH:23][cH:24][c:25]([C:28]([C:29]([CH3:30])([CH3:31])[CH3:32])=[O:33])[cH:26][cH:27]3)[c:10]([O:17][CH:18]([F:19])[F:20])[n:11][c:12]2[c:13]([Cl:16])[cH:14][cH:15]1)=[O:35].[Li+:36].[O:38]1[CH2:39][CH2:40][CH2:41][CH2:42]1.[OH-:37].[OH2:43]>>[O:2]=[C:3]([CH2:4][O:5][c:6]1[c:7]2[c:8]([CH3:34])[c:9]([CH2:21][c:22]3[cH:23][cH:24][c:25]([C:28]([C:29]([CH3:30])([CH3:31])[CH3:32])=[O:33])[cH:26][cH:27]3)[c:10]([O:17][CH:18]([F:19])[F:20])[n:11][c:12]2[c:13]([Cl:16])[cH:14][cH:15]1)[OH:35].